From a dataset of the Open Reaction Database (ORD), a public repository of structured organic reaction records. describe an organic reaction: reactants, conditions, products, and yield The reactants are CC(C(=O)C=1NC2=CC(=CC=C2C1)SC)C (2-methyl-1-(6-(methylthio)-1H-indol-2-yl)propan-1-one), C(C)(C)(C)OC(NCCBr)=O (tert-butyl(2-bromoethyl)carbamate). The reagents and catalysts are [N+](CCCC)(CCCC)(CCCC)CCCC.[Br-] (Bu4NBr). Run in [OH-].[Na+] (NaOH), O (water). Reaction conditions: time 72 hour. Yields the product C(C(C)C)(=O)C=1N(C2=CC(=CC=C2C1)SC)CCNC(OC(C)(C)C)=O (tert-butyl (2-(2-isobutyryl-6-(methylthio)-1H-indol-1-yl)ethyl)carbamate). The yield is 20.7%. As a reaction SMILES: [CH3:1][CH:2]([CH3:16])[C:3]([C:5]1[NH:6][C:7]2[C:12]([CH:13]=1)=[CH:11][CH:10]=[C:9]([S:14][CH3:15])[CH:8]=2)=[O:4].[C:17]([O:21][C:22](=[O:27])[NH:23][CH2:24][CH2:25]Br)([CH3:20])([CH3:19])[CH3:18]>[N+](CCCC)(CCCC)(CCCC)CCCC.[Br-].[OH-].[Na+].O>[C:3]([C:5]1[N:6]([CH2:25][CH2:24][NH:23][C:22](=[O:27])[O:21][C:17]([CH3:20])([CH3:19])[CH3:18])[C:7]2[C:12]([CH:13]=1)=[CH:11][CH:10]=[C:9]([S:14][CH3:15])[CH:8]=2)(=[O:4])[CH:2]([CH3:16])[CH3:1] |f:2.3,4.5|. Procedure details: To a solution of 2-methyl-1-(6-(methylthio)-1H-indol-2-yl)propan-1-one (600 mg, 2.57 mmol) and Bu4NBr (4.12 g, 12.85 mmol) in 9 N NaOH (10 mL, cooled) was added tert-butyl(2-bromoethyl)carbamate (2.87 g, 12.85 mmol). The reaction mixture was stirred at rt for 72 h. The mixture was diluted with water (20 mL) at 0° C. and extracted with EtOAc (20 mL×3). The combined organic layers were dried over anhydrous Na2SO4, filtered, concentrated and purified by column chromatography on silica gel eluting w...